This data is from the Open Reaction Database (ORD), a public repository of structured organic reaction records. The task is: describe an organic reaction: reactants, conditions, products, and yield The reactants are BrC1=C(OC2(C1=O)CCCC2)C2=CC=C(C=C2)S(=O)(=O)C (3-bromo-2-(4-methylsulfonylphenyl)-1-oxa-spiro[4,4]non-2-en-4-one), C([O-])([O-])=O.[Na+].[Na+] (sodium carbonate), C(C)(C)C1=CC=C(C=C1)B(O)O (4-isopropylbenzeneboronic acid). The reagents and catalysts are C=1C=CC(=CC1)[P](C=2C=CC=CC2)(C=3C=CC=CC3)[Pd]([P](C=4C=CC=CC4)(C=5C=CC=CC5)C=6C=CC=CC6)([P](C=7C=CC=CC7)(C=8C=CC=CC8)C=9C=CC=CC9)[P](C=1C=CC=CC1)(C=1C=CC=CC1)C=1C=CC=CC1 (tetrakis(triphenylphosphine)palladium(0)). Solvent: C1(=CC=CC=C1)C (toluene), C(C)O (ethanol). Run at temperature 90 celsius, time 12 hour. The product is C(C)(C)C1=CC=C(C=C1)C1=C(OC2(C1=O)CCCC2)C2=CC=C(C=C2)S(=O)(=O)C (3-(4-isopropyl-phenyl)-2-{4-(methylsulfonyl)phenyl}-1-oxa-spiro[4,4]non-2-en-4-one). Isolated yield 74.9%. RXN SMILES: Br[C:2]1[C:6](=[O:7])[C:5]2([CH2:11][CH2:10][CH2:9][CH2:8]2)[O:4][C:3]=1[C:12]1[CH:17]=[CH:16][C:15]([S:18]([CH3:21])(=[O:20])=[O:19])=[CH:14][CH:13]=1.C(=O)([O-])[O-].[Na+].[Na+].[CH:28]([C:31]1[CH:36]=[CH:35][C:34](B(O)O)=[CH:33][CH:32]=1)([CH3:30])[CH3:29]>C1(C)C=CC=CC=1.C(O)C.C1C=CC([P]([Pd]([P](C2C=CC=CC=2)(C2C=CC=CC=2)C2C=CC=CC=2)([P](C2C=CC=CC=2)(C2C=CC=CC=2)C2C=CC=CC=2)[P](C2C=CC=CC=2)(C2C=CC=CC=2)C2C=CC=CC=2)(C2C=CC=CC=2)C2C=CC=CC=2)=CC=1>[CH:28]([C:31]1[CH:36]=[CH:35][C:34]([C:2]2[C:6](=[O:7])[C:5]3([CH2:11][CH2:10][CH2:9][CH2:8]3)[O:4][C:3]=2[C:12]2[CH:17]=[CH:16][C:15]([S:18]([CH3:21])(=[O:20])=[O:19])=[CH:14][CH:13]=2)=[CH:33][CH:32]=1)([CH3:30])[CH3:29] |f:1.2.3,^1:53,55,74,93|. Procedure details: To a stirred solution of 3-bromo-2-(4-methylsulfonylphenyl)-1-oxa-spiro[4,4]non-2-en-4-one (105 mg) in 5 ml of toluene and 15 ml ethanol, were added 20 mg of tetrakis(triphenylphosphine)palladium(0), 5 ml of 2 M aqueous sodium carbonate solution, and 50 mg of 4-isopropylbenzeneboronic acid. The reaction solution was stirred at 90° C. for 12 hours. The solvent was removed under reduced pressure and the resulting residue was extracted with 20 ml water and dichloromethane (30 ml×3). The organic lay... Reactants: COC(=O)CCc1cnoc1-c1ccc(Cl)c(Br)c1, CC(C)C[Al+]CC(C)C, Cl, [H-], C1CCOC1. The product is OCCCc1cnoc1-c1ccc(Cl)c(Br)c1. As a reaction SMILES: [Br:1][c:2]1[cH:3][c:4](-[c:9]2[c:10]([CH2:14][CH2:15][C:16](=[O:17])[O:18][CH3:19])[cH:11][n:12][o:13]2)[cH:5][cH:6][c:7]1[Cl:8].[CH2:21]([Al+:22][CH2:23][CH:24]([CH3:25])[CH3:26])[CH:27]([CH3:28])[CH3:29].[ClH:30].[H-:20].[O:31]1[CH2:32][CH2:33][CH2:34][CH2:35]1>>[Br:1][c:2]1[cH:3][c:4](-[c:9]2[c:10]([CH2:14][CH2:15][CH2:16][OH:17])[cH:11][n:12][o:13]2)[cH:5][cH:6][c:7]1[Cl:8]. The product is CCc1c2ccc(-c3ccnn3-c3ccc(S(C)(=O)=O)cc3)cc2nn1C(CC)CC. Reactants: CCC(Br)CC, O=C([O-])[O-], CCc1n[nH]c2cc(-c3ccnn3-c3ccc(S(C)(=O)=O)cc3)ccc12, CN(C)C=O, CCOC(C)=O, [K+], [K+], O. As a reaction SMILES: [Br:27][CH:28]([CH2:29][CH3:30])[CH2:31][CH3:32].[C:33](=[O:34])([O-:35])[O-:36].[CH2:1]([CH3:2])[c:3]1[n:4][nH:5][c:6]2[cH:7][c:8](-[c:12]3[cH:13][cH:14][n:15][n:16]3-[c:17]3[cH:18][cH:19][c:20]([S:23](=[O:24])(=[O:25])[CH3:26])[cH:21][cH:22]3)[cH:9][cH:10][c:11]12.[CH3:39][N:40]([CH3:41])[CH:42]=[O:43].[CH3:44][CH2:45][O:46][C:47](=[O:48])[CH3:49].[K+:37].[K+:38].[OH2:50]>>[CH2:1]([CH3:2])[c:3]1[n:4]([CH:28]([CH2:29][CH3:30])[CH2:31][CH3:32])[n:5][c:6]2[cH:7][c:8](-[c:12]3[cH:13][cH:14][n:15][n:16]3-[c:17]3[cH:18][cH:19][c:20]([S:23](=[O:24])(=[O:25])[CH3:26])[cH:21][cH:22]3)[cH:9][cH:10][c:11]12. The reactants are NC1=NN2C(C=C1)=NC(=C2)C=2C=CC(=C(C2)NC(C(C)(C)C)=O)C (N-[5-(6-aminoimidazo[2,1-f]pyridazin-2-yl)-2-methyl-phenyl]-2,2-dimethyl-propanamide), BrC=1C=C(C(=O)Cl)C=CC1 (3-bromobenzoyl chloride), N1=CC=CC=C1 (pyridine). Solvent: CC#N (MeCN). Run at time 16 hour. The product is BrC=1C=C(C(=O)NC2=NN3C(C=C2)=NC(=C3)C3=CC(=C(C=C3)C)NC(C(C)(C)C)=O)C=CC1 (3-bromo-N-[2-[3-(2,2-dimethylpropanoylamino)-4-methyl-phenyl]imidazo[2,1-f]pyridazin-6-yl]benzamide). Yield: 42.8%. Reaction SMILES: [NH2:1][C:2]1[CH:7]=[CH:6][C:5]2=[N:8][C:9]([C:11]3[CH:12]=[CH:13][C:14]([CH3:24])=[C:15]([NH:17][C:18](=[O:23])[C:19]([CH3:22])([CH3:21])[CH3:20])[CH:16]=3)=[CH:10][N:4]2[N:3]=1.[Br:25][C:26]1[CH:27]=[C:28]([CH:32]=[CH:33][CH:34]=1)[C:29](Cl)=[O:30].N1C=CC=CC=1>CC#N>[Br:25][C:26]1[CH:27]=[C:28]([CH:32]=[CH:33][CH:34]=1)[C:29]([NH:1][C:2]1[CH:7]=[CH:6][C:5]2=[N:8][C:9]([C:11]3[CH:12]=[CH:13][C:14]([CH3:24])=[C:15]([NH:17][C:18](=[O:23])[C:19]([CH3:20])([CH3:21])[CH3:22])[CH:16]=3)=[CH:10][N:4]2[N:3]=1)=[O:30]. Procedure: An 8-mL vial is charged with N-[5-(6-aminoimidazo[2,1-f]pyridazin-2-yl)-2-methyl-phenyl]-2,2-dimethyl-propanamide (0.097 g, 0.3 mmol), 3-bromobenzoyl chloride (0.059 mL, 0.45 mmol), pyridine (0.073 mL), and MeCN (1.0 mL). The mixture is stirred at room temperature for 16 hours, concentrated onto celite and purified by silica gel chromatography (0-100% 1:0.1 EtOAc:MeOH in CH2Cl2) to give the title compound (0.065 g). LCMS (m/z)=506.4 and 508.4 [M+H]+, tR=2.96 min. Yields the product COC(=O)C(Cc1ccccc1)NC(=O)CNC(=O)OCc1ccccc1. As a reaction SMILES: [C:1]([c:2]1[nH:3][cH:4][cH:5][n:6]1)([c:7]1[nH:8][cH:9][cH:10][n:11]1)=[O:12].[C:28](=[O:29])=[O:30].[CH2:13]([c:14]1[cH:15][cH:16][cH:17][cH:18][cH:19]1)[O:20][C:21](=[O:22])[NH:23][CH2:24][C:25](=[O:26])[OH:27].[CH3:31][O:32][C:33]([CH:34]([NH2:35])[CH2:36][c:37]1[cH:38][cH:39][cH:40][cH:41][cH:42]1)=[O:43].[O:45]1[CH2:46][CH2:47][CH2:48][CH2:49]1.[OH2:44]>>[CH2:13]([c:14]1[cH:15][cH:16][cH:17][cH:18][cH:19]1)[O:20][C:21](=[O:22])[NH:23][CH2:24][C:25](=[O:27])[NH:35][CH:34]([C:33]([O:32][CH3:31])=[O:43])[CH2:36][c:37]1[cH:38][cH:39][cH:40][cH:41][cH:42]1. Starting materials: O=C(c1ncc[nH]1)c1ncc[nH]1, O=C=O, O=C(O)CNC(=O)OCc1ccccc1, COC(=O)C(N)Cc1ccccc1, C1CCOC1, O. The reactants are CC(=O)Oc1c(I)c(OC(C)=O)c(I)c(C(=O)O)c1I, CCOC(C)=O, O=S(Cl)Cl. The product is CC(=O)Oc1c(I)c(OC(C)=O)c(I)c(C(=O)O)c1I, [Cl-]. Reaction SMILES: [C:1]([CH3:2])(=[O:3])[O:4][c:5]1[c:6]([I:20])[c:7]([C:8](=[O:9])[OH:10])[c:11]([I:19])[c:12]([O:15][C:16]([CH3:17])=[O:18])[c:13]1[I:14].[CH3:25][CH2:26][O:27][C:28](=[O:29])[CH3:30].[S:21]([Cl:22])([Cl:23])=[O:24]>>[C:1]([CH3:2])(=[O:3])[O:4][c:5]1[c:6]([I:20])[c:7]([C:8](=[O:9])[OH:10])[c:11]([I:19])[c:12]([O:15][C:16]([CH3:17])=[O:18])[c:13]1[I:14].[Cl-:23]. The reactants are ON=C1CC2=C(N(C3=C1C=CC=C3)C(=O)N)C=CC=C2 (10,11-dihydro-10-hydroxyimino-5H-dibenz[b,f]azepine-5-carboxamide), N1=CC=CC=C1 (pyridine), ClC(=O)OCC (ethyl chloroformate). The reagents and catalysts are CN(C1=CC=NC=C1)C (4-dimethylaminopyridine). Run in ClCCl (dichloromethane). Run at time 2 hour. Yields the product C(C)OC(=O)ON=C1CC2=C(N(C3=C1C=CC=C3)C(=O)N)C=CC=C2 (10,11-dihydro-10-ethoxycarbonyloxyimino-5H-dibenz[b,f]azepine-5-carboxamide). RXN SMILES: [OH:1][N:2]=[C:3]1[C:9]2[CH:10]=[CH:11][CH:12]=[CH:13][C:8]=2[N:7]([C:14]([NH2:16])=[O:15])[C:6]2[CH:17]=[CH:18][CH:19]=[CH:20][C:5]=2[CH2:4]1.N1C=CC=CC=1.Cl[C:28]([O:30][CH2:31][CH3:32])=[O:29]>CN(C)C1C=CN=CC=1.ClCCl>[CH2:31]([O:30][C:28]([O:1][N:2]=[C:3]1[C:9]2[CH:10]=[CH:11][CH:12]=[CH:13][C:8]=2[N:7]([C:14]([NH2:16])=[O:15])[C:6]2[CH:17]=[CH:18][CH:19]=[CH:20][C:5]=2[CH2:4]1)=[O:29])[CH3:32]. Procedure details: To a suspension of 0.2 g (0.74 mmol) of 10,11-dihydro-10-hydroxyimino-5H-dibenz[b,f]azepine-5-carboxamide and 0.01 g (0.08 mmol) of 4-dimethylaminopyridine in 10 mL of dichloromethane and 0.29 g (3.7 mmol) of pyridine was added 0.28 g (2.6 mmol) of ethyl chloroformate dropwise. The resulting mixture was stirred at room temperature for 2 hours whereupon it was extracted with 20 mL of 1M aqueous HCl and a saturated solution of NaHCO3, then dried by sodium sulphate and filtered. The solvent was rem... Reactants: CON=C(C)CCC1=C(C=C(C=C1Cl)Cl)Cl (4-(2,4,6-trichloro-phenyl)-butan-2-one O-methyl-oxime), C(#N)[BH3-].[Na+] (sodiumcyanoborohydride). The solvent is C(C)(=O)O (acetic acid). Run at time 6 hour. The product is CONC(CCC1=C(C=C(C=C1Cl)Cl)Cl)C (O-Methyl-N-[1-methyl-3-(2,4,6-trichloro-phenyl)-propyl]-hydroxylamine). Isolated yield 91.1%. RXN SMILES: [CH3:1][O:2][N:3]=[C:4]([CH2:6][CH2:7][C:8]1[C:13]([Cl:14])=[CH:12][C:11]([Cl:15])=[CH:10][C:9]=1[Cl:16])[CH3:5].C([BH3-])#N.[Na+]>C(O)(=O)C>[CH3:1][O:2][NH:3][CH:4]([CH3:5])[CH2:6][CH2:7][C:8]1[C:9]([Cl:16])=[CH:10][C:11]([Cl:15])=[CH:12][C:13]=1[Cl:14] |f:1.2|. Reported procedure: To a solution of 4-(2,4,6-trichloro-phenyl)-butan-2-one O-methyl-oxime (0.650 g, 2.33 mmol) in acetic acid, sodiumcyanoborohydride (0.293 g, 4.66 mmol) was added. The reaction mass was stirred at room temp for 6 hours. When the TLC confirmed the completion of the reaction, the acetic acid in the reaction mass was removed by azeotropic distillation. The residue was then basified with 10% NaOH solution and it was extracted with ethyl acetate (3×30 ml). The combined ethyl acetate layers were washed... Starting materials: [Li]CCCC, COc1ccc2c(c1)C(CN1CCC(=O)CC1)=C2, C[Si](C)(C)Cl, CCCCCC, CC(C)NC(C)C, C1CCOC1. The product is COc1ccc2c(c1)C(CN1CC=C(O[Si](C)(C)C)CC1)=C2. RXN SMILES: [CH2:1]([Li:2])[CH2:3][CH2:4][CH3:5].[CH3:13][O:14][c:15]1[cH:16][cH:17][c:18]2[c:19]([cH:30]1)[C:20]([CH2:22][N:23]1[CH2:24][CH2:25][C:26](=[O:29])[CH2:27][CH2:28]1)=[CH:21]2.[CH3:31][Si:32]([Cl:33])([CH3:34])[CH3:35].[CH3:36][CH2:37][CH2:38][CH2:39][CH2:40][CH3:41].[CH:6]([NH:7][CH:8]([CH3:9])[CH3:10])([CH3:11])[CH3:12].[O:42]1[CH2:43][CH2:44][CH2:45][CH2:46]1>>[CH3:13][O:14][c:15]1[cH:16][cH:17][c:18]2[c:19]([cH:30]1)[C:20]([CH2:22][N:23]1[CH2:24][CH:25]=[C:26]([O:29][Si:32]([CH3:31])([CH3:34])[CH3:35])[CH2:27][CH2:28]1)=[CH:21]2.